This data is from the Open Reaction Database (ORD), a public repository of structured organic reaction records. The task is: describe an organic reaction: reactants, conditions, products, and yield Reactants: C1CCOC1, COC(=O)C1N(S(=O)(=O)c2ccc(OCC#CCCOC3CCCCO3)cc2)CCSC1(C)C, CO, [Na+], [OH-]. Yields the product CC1(C)SCCN(S(=O)(=O)c2ccc(OCC#CCCOC3CCCCO3)cc2)C1C(=O)O. Reaction SMILES: [CH2:39]1[O:40][CH2:41][CH2:42][CH2:43]1.[CH3:1][C:2]1([CH3:34])[S:3][CH2:4][CH2:5][N:6]([S:12](=[O:13])(=[O:14])[c:15]2[cH:16][cH:17][c:18]([O:21][CH2:22][C:23]#[C:24][CH2:25][CH2:26][O:27][CH:28]3[O:29][CH2:30][CH2:31][CH2:32][CH2:33]3)[cH:19][cH:20]2)[CH:7]1[C:8](=[O:9])[O:10][CH3:11].[CH3:37][OH:38].[Na+:36].[OH-:35]>>[CH3:1][C:2]1([CH3:34])[S:3][CH2:4][CH2:5][N:6]([S:12](=[O:13])(=[O:14])[c:15]2[cH:16][cH:17][c:18]([O:21][CH2:22][C:23]#[C:24][CH2:25][CH2:26][O:27][CH:28]3[O:29][CH2:30][CH2:31][CH2:32][CH2:33]3)[cH:19][cH:20]2)[CH:7]1[C:8](=[O:9])[OH:10].